Dataset: the Open Reaction Database (ORD), a public repository of structured organic reaction records. Task: describe an organic reaction: reactants, conditions, products, and yield RXN SMILES: [C:20](=[O:21])([O-:22])[O-:23].[CH3:1][c:2]1[nH:3][c:4]2[cH:5][cH:6][cH:7][cH:8][c:9]2[c:10]1[C:11](=[O:12])[NH:13][CH:14]1[CH2:15][CH2:16][NH:17][CH2:18][CH2:19]1.[CH3:35][c:36]1[cH:37][cH:38][cH:39][cH:40][cH:41]1.[CH3:42][N:43]([CH3:44])[CH:45]=[O:46].[Cl:26][CH2:27][c:28]1[cH:29][cH:30][cH:31][cH:32][cH:33]1.[K+:24].[K+:25].[OH2:34]>>[CH3:1][c:2]1[nH:3][c:4]2[cH:5][cH:6][cH:7][cH:8][c:9]2[c:10]1[C:11](=[O:12])[NH:13][CH:14]1[CH2:15][CH2:16][N:17]([CH2:27][c:28]2[cH:29][cH:30][cH:31][cH:32][cH:33]2)[CH2:18][CH2:19]1. Product: Cc1[nH]c2ccccc2c1C(=O)NC1CCN(Cc2ccccc2)CC1. Reactants: O=C([O-])[O-], Cc1[nH]c2ccccc2c1C(=O)NC1CCNCC1, Cc1ccccc1, CN(C)C=O, ClCc1ccccc1, [K+], [K+], O. Reactants: N=C=N (Carbodiimide), [N-]=C=O (Isocyanate), FC1=CC=C(CN2C(=C(C3=CC(=CC=C23)C(=O)O)C)C)C=C1 (1-(4-fluorobenzyl)-2,3-dimethyl-1H-indole-5-carboxylic acid), CN(CCCN)C (N,N-dimethylpropane-1,3-diamine), ON1N=NC2=C1C=CC=C2 (1-hydroxybenzotriazole), N=C=N (Carbodiimide). Solvent: CN(C=O)C (N,N-dimethylformamide), C(C)N(CC)CC (triethylamine). Reaction conditions: time 8 hour. Yields the product CN(CCCNC(=O)C=1C=C2C(=C(N(C2=CC1)CC1=CC=C(C=C1)F)C)C)C (N-[3-(dimethylamino)propyl]-(4-fluorobenzyl)-2,3-dimethyl-1H-indole-5-carboxamide). RXN SMILES: [F:1][C:2]1[CH:22]=[CH:21][C:5]([CH2:6][N:7]2[C:15]3[C:10](=[CH:11][C:12]([C:16]([OH:18])=O)=[CH:13][CH:14]=3)[C:9]([CH3:19])=[C:8]2[CH3:20])=[CH:4][CH:3]=1.[CH3:23][N:24]([CH3:29])[CH2:25][CH2:26][CH2:27][NH2:28].ON1C2C=CC=CC=2N=N1.N=C=N.[N-]=C=O>CN(C)C=O.C(N(CC)CC)C>[CH3:23][N:24]([CH3:29])[CH2:25][CH2:26][CH2:27][NH:28][C:16]([C:12]1[CH:11]=[C:10]2[C:15](=[CH:14][CH:13]=1)[N:7]([CH2:6][C:5]1[CH:4]=[CH:3][C:2]([F:1])=[CH:22][CH:21]=1)[C:8]([CH3:20])=[C:9]2[CH3:19])=[O:18]. Reported procedure: A 8.9 mg portion of 1-(4-fluorobenzyl)-2,3-dimethyl-1H-indole-5-carboxylic acid, 3.1 mg of N,N-dimethylpropane-1,3-diamine, 4.1 mg of 1-hydroxybenzotriazole (HOBt) and 0.0083 ml of triethylamine were dissolved in 1.0 ml of N,N-dimethylformamide, and 100 mg of PS-Carbodiimide (Argonaut Technologies, Inc., USA) was added, followed by overnight stirring at room temperature. Then, 50 mg of MP-Carbodiimide (Argonaut Technologies, Inc., USA) and 50 mg of PS-Isocyanate (Argonaut Technologies, Inc., USA... Starting materials: O (water), ClC=1C=C(C=CC1Cl)CC#N (3,4-dichlorophenylacetonitrile), ClCC(=O)[O-].[Na+] (sodium chloroacetate), sodium tert-butylate, Cl (hydrochloric acid). Solvent: CS(=O)C (dimethyl sulfoxide). Yields the product C(#N)C(CC(=O)O)C1=CC(=C(C=C1)Cl)Cl ((±)-3-Cyano-3-(3,4-dichlorophenyl)propionic acid). Yield: 66.0%. RXN SMILES: [Cl:1][C:2]1[CH:3]=[C:4]([CH2:9][C:10]#[N:11])[CH:5]=[CH:6][C:7]=1[Cl:8].Cl[CH2:13][C:14]([O-:16])=[O:15].[Na+].O.Cl>CS(C)=O>[C:10]([CH:9]([C:4]1[CH:5]=[CH:6][C:7]([Cl:8])=[C:2]([Cl:1])[CH:3]=1)[CH2:13][C:14]([OH:16])=[O:15])#[N:11] |f:1.2|. Procedure: A mixture of 18.6 g (0.10 mol) of 3,4-dichlorophenylacetonitrile and 12 g (1.03 mol) of dry sodium chloroacetate is reacted for 5 hours at room temperature in 150 ml of dry dimethyl sulfoxide, in the presence of 0.5 g (1.05 mol) of sodium tert-butylate. After the reaction, the reaction mixture is poured into 1 liter of iced water and acidified to pH<3 with hydrochloric acid. The cyanoacid is extracted with ethyl acetate, which is washed to pH>3, dried over magnesium sulfate and concentrated to d... Reactants: CC([O-])C.CC([O-])C.CC([O-])C.CC([O-])C.[Ti+4] (titanium tetra-isopropoxide), O.OO (hydrogen peroxide water), ice water. The product is OO.CC([O-])C.[Ti+4].CC([O-])C.CC([O-])C.CC([O-])C (titanium isopropoxide hydrogen peroxide). Reaction SMILES: [CH3:1][CH:2]([CH3:4])[O-:3].[CH3:5][CH:6]([CH3:8])[O-:7].[CH3:9][CH:10]([CH3:12])[O-:11].[CH3:13][CH:14]([CH3:16])[O-:15].[Ti+4:17].[OH2:18].[OH:19]O>>[OH:18][OH:19].[CH3:1][CH:2]([CH3:4])[O-:3].[Ti+4:17].[CH3:5][CH:6]([CH3:8])[O-:7].[CH3:9][CH:10]([CH3:12])[O-:11].[CH3:13][CH:14]([CH3:16])[O-:15] |f:0.1.2.3.4,5.6,7.8.9.10.11.12|. Procedure: A beaker was charged with 0.522 gram of titanium tetra-isopropoxide, followed by adding thereonto 5 ml of a 30% high purity hydrogen peroxide water, while dipping the beaker into ice water for cooling, slowly stirring to obtain a uniform orange colored aqueous solution of titanium isopropoxide hydrogen peroxide, i.e., an inorganic film-forming coating composition, that showed a high viscosity and gelled in one month. Reactants: O1CCN(CC1)CCOC1=CC=C(C=C1)N1C2=C(C=CC1=O)C(=C(S2)C(=O)N)C2=CC=CC=C2 (7-[4-(2-Morpholinoethoxy)phenyl]-6-oxo-3-phenyl-6,7-dihydrothieno[2,3-b]pyridine-2-carboxamide), N1=CC=CC=C1 (pyridine), FC(C(=O)OC(C(F)(F)F)=O)(F)F (trifluoroacetic anhydride). The product is O1CCN(CC1)CCOC1=CC=C(C=C1)N1C2=C(C=CC1=O)C(=C(S2)C#N)C2=CC=CC=C2 (7-[4-(2-Morpholinoethoxy)phenyl]-6-oxo-3-phenyl-6,7-dihydrothieno[2,3-b]pyridine-2-carbonitrile). Run at time 5 minute. Solvent: C(Cl)Cl (DCM), C(Cl)Cl (DCM). Yield: 59.1%. Reaction SMILES: [O:1]1[CH2:6][CH2:5][N:4]([CH2:7][CH2:8][O:9][C:10]2[CH:15]=[CH:14][C:13]([N:16]3[C:21](=[O:22])[CH:20]=[CH:19][C:18]4[C:23]([C:29]5[CH:34]=[CH:33][CH:32]=[CH:31][CH:30]=5)=[C:24]([C:26]([NH2:28])=O)[S:25][C:17]3=4)=[CH:12][CH:11]=2)[CH2:3][CH2:2]1.N1C=CC=CC=1.FC(F)(F)C(OC(=O)C(F)(F)F)=O>C(Cl)Cl>[O:1]1[CH2:2][CH2:3][N:4]([CH2:7][CH2:8][O:9][C:10]2[CH:11]=[CH:12][C:13]([N:16]3[C:21](=[O:22])[CH:20]=[CH:19][C:18]4[C:23]([C:29]5[CH:30]=[CH:31][CH:32]=[CH:33][CH:34]=5)=[C:24]([C:26]#[N:28])[S:25][C:17]3=4)=[CH:14][CH:15]=2)[CH2:5][CH2:6]1. Procedure: To a solution of the compound of Example 104 (128 mg, 0.27 mmol) in dry DCM (1.5 mL) was added pyridine (44 μL, 0.54 mmol) followed by trifluoroacetic anhydride (46 μL, 0.32 mmol). TLC showed the reaction was complete after 5 minutes and the reaction was then diluted with DCM (20 mL) and washed with 2M NaOH(aq) (20 mL). The DCM layer was separated, dried (MgSO4), filtered and concentrated in vacuo. The resultant residue was co-evaporated with toluene (2×15 mL) to give the title compound as a sol... The reactants are ClC=1C=C(C=CC1S(=O)(=O)C)\C(\C(=O)O)=N/OC1CCCCC1 ((E)-(3-chloro-4-methanesulfonyl-phenyl)-cyclohexyloxyimino-acetic acid), O-(7-Azabenzotriazole-1-yl)-N,N,N′N′-tetramethyluronium hexafluorophosphate, CN(C=O)C (N,N-dimethylformamide), C(C)(C)N(C(C)C)CC (N,N-diisopropylethylamine), NC=1SC(=CN1)C(=O)N (2-amino-thiazole-5-carboxylic acid amide). Solvent: C(Cl)Cl (methylene chloride). Run at temperature 0 celsius, time 16 hour. Product: ClC=1C=C(C=CC1S(=O)(=O)C)\C(\C(=O)NC=1SC(=CN1)C(=O)N)=N/OC1CCCCC1 ((E)-2-[2-(3-chloro-4-methanesulfonyl-phenyl)-2-cyclohexyloxyimino-acetylamino]-thiazole-5-carboxylic acid amide). Isolated yield 21.9%. RXN SMILES: [Cl:1][C:2]1[CH:3]=[C:4](/[C:12](=[N:16]\[O:17][CH:18]2[CH2:23][CH2:22][CH2:21][CH2:20][CH2:19]2)/[C:13](O)=[O:14])[CH:5]=[CH:6][C:7]=1[S:8]([CH3:11])(=[O:10])=[O:9].C(N(CC)C(C)C)(C)C.[NH2:33][C:34]1[S:35][C:36]([C:39]([NH2:41])=[O:40])=[CH:37][N:38]=1.CN(C)C=O>C(Cl)Cl>[Cl:1][C:2]1[CH:3]=[C:4](/[C:12](=[N:16]\[O:17][CH:18]2[CH2:19][CH2:20][CH2:21][CH2:22][CH2:23]2)/[C:13]([NH:33][C:34]2[S:35][C:36]([C:39]([NH2:41])=[O:40])=[CH:37][N:38]=2)=[O:14])[CH:5]=[CH:6][C:7]=1[S:8]([CH3:11])(=[O:9])=[O:10]. Procedure details: (E)-(3-chloro-4-methanesulfonyl-phenyl)-cyclohexyloxyimino-acetic acid (prepared as in Example 9, 112 mg, 0.31 mmol), N,N-diisopropylethylamine (163 μL, 0.94 mmol) and 2-amino-thiazole-5-carboxylic acid amide (54 mg, 0.38 mmol) were combined in methylene chloride (1.5 mL) and cooled to 0° C. O-(7-Azabenzotriazole-1-yl)-N,N,N′N′-tetramethyluronium hexafluorophosphate (118 mg, 0.31 mmol) was added and the cooling bath was removed. After stirring 16 h, thin layer chromatography analysis showed no r... Starting materials: ClC1=NC=CC(=C1)C(=O)C1=CC(=CC(=C1)Br)Br ((2-chloro-pyridin-4-yl)-(3,5-dibromo-phenyl)-methanone), N1CCOCC1 (morpholine). The solvent is O1CCOCC1 (1,4-dioxane). Yields the product BrC=1C=C(C=C(C1)Br)C(=O)C1=CC(=NC=C1)N1CCOCC1 ((3,5-dibromo-phenyl)-(2-morpholin-4-yl-pyridin-4-yl)-methanone). The yield is 52.3%. As a reaction SMILES: Cl[C:2]1[CH:7]=[C:6]([C:8]([C:10]2[CH:15]=[C:14]([Br:16])[CH:13]=[C:12]([Br:17])[CH:11]=2)=[O:9])[CH:5]=[CH:4][N:3]=1.[NH:18]1[CH2:23][CH2:22][O:21][CH2:20][CH2:19]1>O1CCOCC1>[Br:17][C:12]1[CH:11]=[C:10]([C:8]([C:6]2[CH:5]=[CH:4][N:3]=[C:2]([N:18]3[CH2:23][CH2:22][O:21][CH2:20][CH2:19]3)[CH:7]=2)=[O:9])[CH:15]=[C:14]([Br:16])[CH:13]=1. Reported procedure: To (2-chloro-pyridin-4-yl)-(3,5-dibromo-phenyl)-methanone (0.200 g, 0.53 mmol) in 1.0 mL of 1,4-dioxane in a microwave tube was added 0.070 g (0.80 mmol) morpholine. The reaction was subjected to microwave irradiation at 120° C. for 60 minutes. The reaction mixture was cooled and concentrated. The crude product was chromatographed on silica gel using 1:1 hexane:ethyl acetate to give 0.118 g of the (3,5-dibromo-phenyl)-(2-morpholin-4-yl-pyridin-4-yl)-methanone. This compound was converted to [3-(...